From a dataset of the Open Reaction Database (ORD), a public repository of structured organic reaction records. describe an organic reaction: reactants, conditions, products, and yield Reactants: CC(C(=O)OC)(CC1=CC=C(C=C1)OCC=C)C (methyl 2,2-dimethyl-3-(4-allyloxyphenyl)propionate), C1(=CC=CC=C1)OC1=CC=CC=C1 (diphenyl ether). The product is CC(C(=O)OC)(CC1=CC(=C(C=C1)O)CC=C)C (methyl 2,2-dimethyl-3-(3-allyl-4-hydroxyphenyl)propionate). RXN SMILES: [CH3:1][C:2]([CH3:18])([CH2:7][C:8]1[CH:13]=[CH:12][C:11]([O:14]CC=C)=[CH:10][CH:9]=1)[C:3]([O:5][CH3:6])=[O:4].[C:19]1(OC2C=CC=CC=2)[CH:24]=CC=C[CH:20]=1>>[CH3:18][C:2]([CH3:1])([CH2:7][C:8]1[CH:9]=[CH:10][C:11]([OH:14])=[C:12]([CH2:24][CH:19]=[CH2:20])[CH:13]=1)[C:3]([O:5][CH3:6])=[O:4]. Procedure details: A solution of methyl 2,2-dimethyl-3-(4-allyloxyphenyl)propionate (1.56 g) in diphenyl ether was heated at reflux for 15 minutes. The reaction mixture was cooled to ambient temperature and the reaction mixture was filtered through a silica gel pad. Elution with a 4:1 (v/v) mixture of hexane and ethyl acetate gave methyl 2,2-dimethyl-3-(3-allyl-4-hydroxyphenyl)propionate (1.53 g) as a yellow oil; microanalysis, found: C, 72.2; H, 7.80%; C15H20O3 requires: C, 72.6; H, 8.12%; NMR(CDCl3): 1.15(6H,s),... As a reaction SMILES: [CH:1]1[C:6]2[C:7]3[O:8][C:9]4[C:14]([O:15][C:16]=3[C:17](=O)[NH:18][C:5]=2[CH:4]=[CH:3][CH:2]=1)=[CH:13][CH:12]=[CH:11][CH:10]=4.P(Cl)(Cl)([Cl:22])=O>>[Cl:22][C:17]1[N:18]=[C:5]2[CH:4]=[CH:3][CH:2]=[CH:1][C:6]2=[C:7]2[C:16]=1[O:15][C:14]1[C:9](=[CH:10][CH:11]=[CH:12][CH:13]=1)[O:8]2. Procedure details: Under an inert atmosphere, [5H]-7,12-dioxa-5-azabenz[a]anthracen-6-one is brought to reflux of phosphorus oxychloride for 6 hours. The solvent (phosphorus oxychloride) is then evaporated off under vacuum and the crude mixture is chromatographed by flash chromatography on silica gel (eluent: petroleum ether/ethyl acetate). Reactants: C1=CC=CC2=C1C=1OC3=CC=CC=C3OC1C(N2)=O ([5H]-7,12-dioxa-5-azabenz[a]anthracen-6-one), P(=O)(Cl)(Cl)Cl (phosphorus oxychloride). Product: ClC=1N=C2C(=C3OC4=CC=CC=C4OC13)C=CC=C2 (6-Chloro-5-aza-7,12-dioxabenz[a]anthracene). Reactants: C(C)(C)(C)OC(=O)N1CCC(C2=CC=CC=C12)(C)O (1-tert-butyloxycarbonyl-1,2,3,4-tetrahydro-4hydroxy-4-methylquinoline), OS(=O)(=O)O (H2SO4). The reagents and catalysts are [Pd] (Pd/C). Run in C(C)(=O)OCC (ethyl acetate). Product: C(C)(C)(C)OC(=O)N1C(CC(C2=CC=CC=C12)C)=O (1-tert-Butyloxycarbonyl-1,2,3,4-tetrahydro-4-methylquinolinone). Yield: 92.0%. RXN SMILES: [C:1]([O:5][C:6]([N:8]1[C:17]2[C:12](=[CH:13][CH:14]=[CH:15][CH:16]=2)[C:11](O)([CH3:18])[CH2:10][CH2:9]1)=[O:7])([CH3:4])([CH3:3])[CH3:2].[OH:20]S(O)(=O)=O>C(OCC)(=O)C.[Pd]>[C:1]([O:5][C:6]([N:8]1[C:17]2[C:12](=[CH:13][CH:14]=[CH:15][CH:16]=2)[CH:11]([CH3:18])[CH2:10][C:9]1=[O:20])=[O:7])([CH3:4])([CH3:3])[CH3:2]. Procedure details: A solution of 1-tert-butyloxycarbonyl-1,2,3,4-tetrahydro-4hydroxy-4-methylquinoline (109 mg, 0.41 mmol) in ethyl acetate (3 mL) was hydrogenated under an atmosphere of hydrogen with 10% Pd/C (10 mg) and a trace of conc. H2SO4 at rt for 7 h. Filtration over Celite™ afforded 93 mg (92%) of 1-tert-Butyloxycarbonyl-1,2,3,4-tetrahydro-4-methylquinolinone. Data for 1-tert-butyloxycarbonyl-1,2,3,4-tetrahydro-4-methylquinoline: 1H NMR (400 MHz, CDCl3) 7.62(d, J=8.1, 1H), 7.16 (d, J=7.8, 1H), 7.11 (ddd, ... Reactants: N1(C=NC=C1)C1C(C2=CC=CC=C2CC1)=O (2-(1-imidazolyl)-3,4-dihydro-1(2H)-naphthalenone), [N+](=O)(O)[O-] (nitric acid). Yields the product [N+](=O)(O)[O-].N1(C=NC=C1)C1C(C2=CC=CC=C2CC1)=O (2-(1-imidazolyl)-3,4-dihydro-1(2H)-naphthalenone nitrate). As a reaction SMILES: [N:1]1([CH:6]2[CH2:15][CH2:14][C:13]3[C:8](=[CH:9][CH:10]=[CH:11][CH:12]=3)[C:7]2=[O:16])[CH:5]=[CH:4][N:3]=[CH:2]1.[N+:17]([O-:20])([OH:19])=[O:18]>>[N+:17]([O-:20])([OH:19])=[O:18].[N:1]1([CH:6]2[CH2:15][CH2:14][C:13]3[C:8](=[CH:9][CH:10]=[CH:11][CH:12]=3)[C:7]2=[O:16])[CH:5]=[CH:4][N:3]=[CH:2]1 |f:2.3|. Procedure details: By proceeding analogously 2-(1-imidazolyl)-3,4-dihydro-1(2H)-naphthalenone was prepared, that, treated with a stoichiometric amount of nitric acid, gave 2-(1-imidazolyl)-3,4-dihydro-1(2H)-naphthalenone nitrate; The reactants are C(C)(=O)NC(CO)(CO)CCCC1=CC=CC=C1 (2-Acetamido-2-(3-phenylpropyl)-1,3-propanediol), ice water, Cl (hydrochloric acid), [OH-].[Na+] (sodium hydroxide). Run in CO (methanol). Yields the product NC(CO)(CO)CCCC1=CC=CC=C1 (2-amino-2-(3-phenylpropyl)-1,3-propanediol). Yield: 50.0%. As a reaction SMILES: C([NH:4][C:5]([CH2:10][CH2:11][CH2:12][C:13]1[CH:18]=[CH:17][CH:16]=[CH:15][CH:14]=1)([CH2:8][OH:9])[CH2:6][OH:7])(=O)C.[OH-].[Na+].Cl>CO>[NH2:4][C:5]([CH2:10][CH2:11][CH2:12][C:13]1[CH:14]=[CH:15][CH:16]=[CH:17][CH:18]=1)([CH2:8][OH:9])[CH2:6][OH:7] |f:1.2|. Procedure: 2-Acetamido-2-(3-phenylpropyl)-1,3-propanediol (600 mg) was dissolved in 25 ml of methanol and 11.9 ml of a 1 N aqueous sodium hydroxide solution was added thereto. The mixture was refluxed under heating for 6 hours. The mixture was poured into 30 ml of ice water and neutralized with dilute hydrochloric acid. The solvent was distilled away. Chloroform was added to the residue for extraction and the chloroform layer was washed and dried. The solvent was distilled away and the residue was purified... Starting materials: [Br-], C[Mg+], [Cl-], [NH4+], C1CCOC1, CON(C)C(=O)c1ccc(Cc2ccccc2O)cc1. Product: CC(=O)c1ccc(Cc2ccccc2O)cc1. As a reaction SMILES: [Br-:21].[CH3:22][Mg+:23].[Cl-:24].[NH4+:25].[O:26]1[CH2:27][CH2:28][CH2:29][CH2:30]1.[OH:1][c:2]1[c:3]([CH2:4][c:5]2[cH:6][cH:7][c:8]([C:9](=[O:10])[N:11]([O:12][CH3:13])[CH3:14])[cH:15][cH:16]2)[cH:17][cH:18][cH:19][cH:20]1>>[OH:1][c:2]1[c:3]([CH2:4][c:5]2[cH:6][cH:7][c:8]([C:9](=[O:10])[CH3:22])[cH:15][cH:16]2)[cH:17][cH:18][cH:19][cH:20]1. Starting materials: C(C)(=O)NC=1C=C(C(=CC1)C1=C(C=CC=C1)Br)C(=O)OCC (ethyl 4-(acetylamino)-2′-bromo-2-biphenylcarboxylate), BrC1=C(C(=O)OCC)C=C(C=C1)C (ethyl 2-bromo-5-methylbenzoate). Yields the product BrC1=C(C=CC=C1)C=1C(=CC(=CC1)C)C(=O)OCC (Ethyl 2′-bromo-4-methyl-2-biphenylcarboxylate). Reaction SMILES: C(N[C:5]1[CH:6]=[C:7]([C:18]([O:20][CH2:21][CH3:22])=[O:19])[C:8]([C:11]2[CH:16]=[CH:15][CH:14]=[CH:13][C:12]=2[Br:17])=[CH:9][CH:10]=1)(=O)C.Br[C:24]1C=CC(C)=CC=1C(OCC)=O>>[Br:17][C:12]1[CH:13]=[CH:14][CH:15]=[CH:16][C:11]=1[C:8]1[C:7]([C:18]([O:20][CH2:21][CH3:22])=[O:19])=[CH:6][C:5]([CH3:24])=[CH:10][CH:9]=1. Procedure: Prepared in a similar way to ethyl 4-(acetylamino)-2′-bromo-2-biphenylcarboxylate but using ethyl 2-bromo-5-methylbenzoate instead of ethyl 5-(acetylamino)-2-bromobenzoate.